Dataset: the Open Reaction Database (ORD), a public repository of structured organic reaction records. Task: describe an organic reaction: reactants, conditions, products, and yield The reactants are C(C)(=O)[O-].[K+] (potassium acetate), S(=O)(=O)(C)O[C@H]1C[C@@H]2[C@]3(C=CC(C=C3CC[C@H]2[C@@H]2CC[C@H](C(C)=O)[C@@]12C)=O)C (12α-Mesyloxypregna-1,4-diene-3,20-dione), Cl (hydrochloric acid). Run in CN(P(=O)(N(C)C)N(C)C)C (hexamethylphosphoramide). Reaction conditions: temperature 120 celsius, time 5 hour. The product is CC([C@H]1CC[C@H]2[C@@H]3CCC4=CC(C=C[C@]4(C)[C@H]3C=C[C@]12C)=O)=O (pregna-1,4,11(12)-triene-3,20-dione). Isolated yield 69.8%. RXN SMILES: S(O[C@@H:6]1[C@@:25]2([CH3:26])[C@@H:18]([CH2:19][CH2:20][C@@H:21]2[C:22](=[O:24])[CH3:23])[C@H:17]2[C@@H:8]([C@:9]3([CH3:28])[C:14]([CH2:15][CH2:16]2)=[CH:13][C:12](=[O:27])[CH:11]=[CH:10]3)[CH2:7]1)(C)(=O)=O.C([O-])(=O)C.[K+].Cl>CN(C)P(N(C)C)(N(C)C)=O>[CH3:23][C:22](=[O:24])[C@@H:21]1[C@:25]2([CH3:26])[C@H:18]([C@H:17]3[C@H:8]([CH:7]=[CH:6]2)[C@:9]2([CH3:28])[C:14](=[CH:13][C:12](=[O:27])[CH:11]=[CH:10]2)[CH2:15][CH2:16]3)[CH2:19][CH2:20]1 |f:1.2|. Reported procedure: 12α-Mesyloxypregna-1,4-diene-3,20-dione (3.0 g) was dissolved in 60 ml of hexamethylphosphoramide. To the solution was added 7.2 g of potassium acetate, and the mixture was stirred at 120° C. for 5 hours. To the reaction mixture was added 300 ml of diluted hydrochloric acid, and the whole mixture was extracted with three 200 ml portions of benzene. The extracts were combinedly washed in sequence with diluted hydrochloric acid and water, and dried over anhydrous magnesium sulfate. Low-boiling fra... The reactants are NCC(=O)NCC(=O)NCC(=O)O (glycylglycylglycine), ClCC(=O)Cl (chloroacetyl chloride), Cl (HCl). Run in [OH-].[Na+] (NaOH), CCOCC (ether), [OH-].[Na+] (NaOH). Run at time 1.5 hour. Yields the product ClCC(=O)NCC(=O)NCC(=O)NCC(=O)O (chloroacetylglycylglycylglycine). As a reaction SMILES: [NH2:1][CH2:2][C:3]([NH:5][CH2:6][C:7]([NH:9][CH2:10][C:11]([OH:13])=[O:12])=[O:8])=[O:4].[Cl:14][CH2:15][C:16](Cl)=[O:17].Cl>[OH-].[Na+].CCOCC>[Cl:14][CH2:15][C:16]([NH:1][CH2:2][C:3]([NH:5][CH2:6][C:7]([NH:9][CH2:10][C:11]([OH:13])=[O:12])=[O:8])=[O:4])=[O:17] |f:3.4|. Procedure details: To a stirred solution of 2.5 g (0.013 mol) of glycylglycylglycine in 75 ml of 1.0N NaOH in a 500 ml flask under nitrogen at 0° C., a solution of 13.0 g (0.115 mol) of chloroacetyl chloride in 100 ml of ether was added dropwise from one addition funnel while simultaneously 100 ml of 1.0N NaOH was added dropwise from another. After additions were complete, the reaction mixture was stirred for 1.5 hr. at 0° C. The mixture was then acidified with concentrated HCl while cooling. After stirring for an...